Dataset: the Open Reaction Database (ORD), a public repository of structured organic reaction records. Task: describe an organic reaction: reactants, conditions, products, and yield Starting materials: O (water), aqueous solution, ice, CN (methylamine), ClC(C(=O)OCC(=O)Cl)Cl (dichloroacetoxyacetyl chloride). Run in C(Cl)Cl (methylene chloride), C(Cl)Cl (methylene chloride). Run at time 1 hour. The product is CNC(COC(C(Cl)Cl)=O)=O (N-methyl dichloroacetoxyacetamide). Yield: 50.0%. As a reaction SMILES: [CH3:1][NH2:2].[Cl:3][CH:4]([Cl:12])[C:5]([O:7][CH2:8][C:9](Cl)=[O:10])=[O:6].O>C(Cl)Cl>[CH3:1][NH:2][C:9](=[O:10])[CH2:8][O:7][C:5](=[O:6])[CH:4]([Cl:12])[Cl:3]. Procedure details: A solution was made by combining while cooling in an ice bath, 2.33 g (0.03 mole) of a 40% aqueous solution of methylamine and 100 ml of methylene chloride. A second solution containing 3.08 g (0.015 mole) dichloroacetoxyacetyl chloride dissolved in 5 ml methylene chloride was slowly added to the first solution. The mixture was stirred in the ice bath for one half hour. After remaining at room temperature for one hour, it was refluxed for ten minutes and cooled again. The reaction product was wa...